This data is from the Open Reaction Database (ORD), a public repository of structured organic reaction records. The task is: describe an organic reaction: reactants, conditions, products, and yield Starting materials: N-[(2,6-dichlorophenyl)carbonyl]-4-[1,4-dimethyl-6-(trifluoromethyl)-2-oxo-3-20 pyridinyl]-L-phenylalanine 2-[(N,N-diethyl)amino]ethyl ester, ClC1=C(C(=CC=C1)Cl)C(=O)N[C@@H](CC1=CC=C(C=C1)C=1C(N(C(=CC1C)C(F)(F)F)C)=O)C(=O)O (N-[(2,6-dichlorophenyl)carbonyl]-4-[1,4-dimethyl-6-(trifluoromethyl)-2-oxo-3-pyridinyl]-L-phenylalanine), Cl.C(C)N(CC)CCCl (2-[(N,N-diethyl)amino]ethyl chloride hydrochloride). Yields the product C(C)N(CC)CCOC([C@@H](NC(=O)C1=C(C=CC=C1Cl)Cl)CC1=CC=C(C=C1)C=1C(N(C(=CC1C)C(F)(F)F)C)=O)=O (N-[(2,6-dichlorophenyl)carbonyl]-4-[1,4-dimethyl-6-(trifluoromethyl)-2-oxo-3-pyridinyl]-L-phenylalanine 2-[(N,N-diethyl)amino]ethyl ester). As a reaction SMILES: [Cl:1][C:2]1[CH:7]=[CH:6][CH:5]=[C:4]([Cl:8])[C:3]=1[C:9]([NH:11][C@H:12]([C:33]([OH:35])=[O:34])[CH2:13][C:14]1[CH:19]=[CH:18][C:17]([C:20]2[C:21](=[O:32])[N:22]([CH3:31])[C:23]([C:27]([F:30])([F:29])[F:28])=[CH:24][C:25]=2[CH3:26])=[CH:16][CH:15]=1)=[O:10].Cl.[CH2:37]([N:39]([CH2:42][CH2:43]Cl)[CH2:40][CH3:41])[CH3:38]>>[CH2:37]([N:39]([CH2:42][CH2:43][O:34][C:33](=[O:35])[C@H:12]([CH2:13][C:14]1[CH:15]=[CH:16][C:17]([C:20]2[C:21](=[O:32])[N:22]([CH3:31])[C:23]([C:27]([F:29])([F:30])[F:28])=[CH:24][C:25]=2[CH3:26])=[CH:18][CH:19]=1)[NH:11][C:9]([C:3]1[C:4]([Cl:8])=[CH:5][CH:6]=[CH:7][C:2]=1[Cl:1])=[O:10])[CH2:40][CH3:41])[CH3:38] |f:1.2|. Procedure: N-[(2,6-dichlorophenyl)carbonyl]-4-[1,4-dimethyl-6-(trifluoromethyl)-2-oxo-3-20 pyridinyl]-L-phenylalanine 2-[(N,N-diethyl)amino]ethyl ester can be prepared from N-[(2,6-dichlorophenyl)carbonyl]-4-[1,4-dimethyl-6-(trifluoromethyl)-2-oxo-3-pyridinyl]-L-phenylalanine and 2-[(N,N-diethyl)amino]ethyl chloride hydrochloride using the general procedure described in example 39. The reactants are S(O)(O)(=O)=O (sulfuric acid), ClC1=C(C=CC(=C1)N1N=CC(NC1=O)=O)C(C#N)C1=CC=C(C=C1)Cl (2-chloro-α-(4-chlorophenyl)-4-(4,5-dihydro-3,5-dioxo-1,2,4-triazin-2(3H)-yl)benzeneacetonitrile), ice water. The solvent is O (water). Run at time 2 hour. Product: ClC1=C(C=CC(=C1)N1N=CC(NC1=O)=O)C(C(=O)N)C1=CC=C(C=C1)Cl (2-chloro-α-(4-chlorophenyl)-4-(4,5-dihydro-3,5-dioxo-1,2,4-triazin-2(3H)-yl)-benzeneacetamide). Isolated yield 54.0%. Reaction SMILES: S(=O)(=O)(O)[OH:2].[Cl:6][C:7]1[CH:12]=[C:11]([N:13]2[C:18](=[O:19])[NH:17][C:16](=[O:20])[CH:15]=[N:14]2)[CH:10]=[CH:9][C:8]=1[CH:21]([C:24]1[CH:29]=[CH:28][C:27]([Cl:30])=[CH:26][CH:25]=1)[C:22]#[N:23]>O>[Cl:6][C:7]1[CH:12]=[C:11]([N:13]2[C:18](=[O:19])[NH:17][C:16](=[O:20])[CH:15]=[N:14]2)[CH:10]=[CH:9][C:8]=1[CH:21]([C:24]1[CH:25]=[CH:26][C:27]([Cl:30])=[CH:28][CH:29]=1)[C:22]([NH2:23])=[O:2]. Reported procedure: To 30 parts of a sulfuric acid solution in water (90:10 by volume) were added portionwise during a period of 5 minutes 2 parts of 2-chloro-α-(4-chlorophenyl)-4-(4,5-dihydro-3,5-dioxo-1,2,4-triazin-2(3H)-yl)benzeneacetonitrile at room temperature. Upon completion, stirring was continued for 2 hours at 80° C. The reaction mixture was poured into ice water. The product was filtered off, washed with water and purified by column chromatography over silica gel using a mixture of trichloromethane and m...